This data is from the Open Reaction Database (ORD), a public repository of structured organic reaction records. The task is: describe an organic reaction: reactants, conditions, products, and yield Reactants: FC1=CC=C(C=C1)C(CCCN1CCC(=CC1)C=1OC=CN1)O (3,6-dihydro-α-(p-fluorophenyl)-4-(2-oxazolyl)-1(2H)-pyridinebutanol). The reagents and catalysts are [Pd] (palladium on carbon). The solvent is C(C)O (ethanol). Run at time 4 hour. Product: FC1=CC=C(C=C1)C(CCCN1CCC(CC1)C=1OC=CN1)O (α-(p-Fluorophenyl)-4-(2-oxazolyl)-1-piperidinebutanol). As a reaction SMILES: [F:1][C:2]1[CH:7]=[CH:6][C:5]([CH:8]([OH:23])[CH2:9][CH2:10][CH2:11][N:12]2[CH2:17][CH:16]=[C:15]([C:18]3[O:19][CH:20]=[CH:21][N:22]=3)[CH2:14][CH2:13]2)=[CH:4][CH:3]=1>[Pd].C(O)C>[F:1][C:2]1[CH:7]=[CH:6][C:5]([CH:8]([OH:23])[CH2:9][CH2:10][CH2:11][N:12]2[CH2:17][CH2:16][CH:15]([C:18]3[O:19][CH:20]=[CH:21][N:22]=3)[CH2:14][CH2:13]2)=[CH:4][CH:3]=1. Procedure details: A 0.32 g. portion of 3,6-dihydro-α-(p-fluorophenyl)-4-(2-oxazolyl)-1(2H)-pyridinebutanol, prepared as described in Example 15, is dissolved in 10 ml. of ethanol and 0.1 g. of palladium on carbon catalyst is added. The mixture is reduced at room temperature and pressure for 4 hours and then filtered. The filtrate is evaporated giving an oil which solidifies to a white solid. This solid is recrystallized twice from acetonitrile, m.p. 99°-100°C. Starting materials: COc1ncccc1-c1[nH]c2ccccc2c1C1CCNCC1, CCN(C(C)C)C(C)C, ClCCl, O=S(=O)(Cl)c1ccccc1. Product: COc1ncccc1-c1[nH]c2ccccc2c1C1CCN(S(=O)(=O)c2ccccc2)CC1. RXN SMILES: [CH3:1][O:2][c:3]1[n:4][cH:5][cH:6][cH:7][c:8]1-[c:9]1[nH:10][c:11]2[cH:12][cH:13][cH:14][cH:15][c:16]2[c:17]1[CH:18]1[CH2:19][CH2:20][NH:21][CH2:22][CH2:23]1.[CH:24]([N:25]([CH:26]([CH3:27])[CH3:28])[CH2:29][CH3:30])([CH3:31])[CH3:32].[Cl:43][CH2:44][Cl:45].[c:33]1([S:39](=[O:40])(=[O:41])[Cl:42])[cH:34][cH:35][cH:36][cH:37][cH:38]1>>[CH3:1][O:2][c:3]1[n:4][cH:5][cH:6][cH:7][c:8]1-[c:9]1[nH:10][c:11]2[cH:12][cH:13][cH:14][cH:15][c:16]2[c:17]1[CH:18]1[CH2:19][CH2:20][N:21]([S:39]([c:33]2[cH:34][cH:35][cH:36][cH:37][cH:38]2)(=[O:40])=[O:41])[CH2:22][CH2:23]1. The reactants are [Ca] (calcium), O (water), O (water), OCC(O)CO (glycerol). Product: OCC(=O)[C@@H](O)[C@@H](O)[C@H](O)CO (d-tagatose). As a reaction SMILES: [Ca].[OH2:2].[OH:3][CH2:4][CH:5]([CH2:7][OH:8])[OH:6]>>[OH:3][CH2:4][C:5]([C@H:7]([C@H:7]([C@@H:5]([CH2:4][OH:3])[OH:6])[OH:2])[OH:8])=[O:6]. Procedure: passing the isomerized reactor mixture to a second SMB zone comprising a plurality of adsorbent columns containing a strong acid cation calcium exchange resin stationary phase and operating in a 2-3-2-2 SMB cycle with water as a desorbent to provide a second extract stream comprising substantially pure d-tagatose, water, and glycerol and a second raffinate stream comprising substantially pure d-galactose, water, salts and a minor portion of d-tagatose; Starting materials: FC(C=1C=C(C=C(C1)C(F)(F)F)C(=C)O[C@@H]1[C@@H](N(CCO1)CC1=CC=CC=C1)C1=CC=CC=C1)(F)F (2-(R)-(1-(3,5-bis(tri-fluoromethyl)phenyl)ethenyloxy)-3-(S)-phenyl-4-benzyl morpholine). Reagents/catalysts: [Pd] (palladium on carbon). Solvent: C(C)(C)O.C(C)(=O)OCC (isopropanol ethyl acetate). Conditions: time 48 hour. The product is hexanes ether, FC(C=1C=C(C=C(C1)C(F)(F)F)[C@H](C)O[C@@H]1[C@@H](NCCO1)C1=CC=CC=C1)(F)F (2-(R)-(1-(S)-(3,5-bis(tri-fluoromethyl)phenyl)ethoxy)-3-(S)-phenyl morpholine), FC(C=1C=C(C=C(C1)C(F)(F)F)[C@@H](C)O[C@@H]1[C@@H](NCCO1)C1=CC=CC=C1)(F)F (2-(R)-(1-(R)-(3,5-bis(trifluoromethyl)phenyl)ethoxy)-3-(S)-phenyl morpholine). Reaction SMILES: [F:1][C:2]([F:36])([F:35])[C:3]1[CH:4]=[C:5]([C:13]([O:15][C@H:16]2[O:21][CH2:20][CH2:19][N:18](CC3C=CC=CC=3)[C@H:17]2[C:29]2[CH:34]=[CH:33][CH:32]=[CH:31][CH:30]=2)=[CH2:14])[CH:6]=[C:7]([C:9]([F:12])([F:11])[F:10])[CH:8]=1>[Pd].C(O)(C)C.C(OCC)(=O)C>[F:36][C:2]([F:1])([F:35])[C:3]1[CH:4]=[C:5]([C@@H:13]([O:15][C@H:16]2[O:21][CH2:20][CH2:19][NH:18][C@H:17]2[C:29]2[CH:34]=[CH:33][CH:32]=[CH:31][CH:30]=2)[CH3:14])[CH:6]=[C:7]([C:9]([F:11])([F:10])[F:12])[CH:8]=1.[F:36][C:2]([F:1])([F:35])[C:3]1[CH:4]=[C:5]([C@H:13]([O:15][C@H:16]2[O:21][CH2:20][CH2:19][NH:18][C@H:17]2[C:29]2[CH:34]=[CH:33][CH:32]=[CH:31][CH:30]=2)[CH3:14])[CH:6]=[C:7]([C:9]([F:11])([F:10])[F:12])[CH:8]=1 |f:2.3|. Reported procedure: A mixture of 1.50 g (2.9 mmol) of 2-(R)-(1-(3,5-bis(tri-fluoromethyl)phenyl)ethenyloxy)-3-(S)-phenyl-4-benzyl morpholine (from Example 68) and 750 mg 10% palladium on carbon catalyst in 25 mL of 3:2 v/v isopropanol/ethyl acetate was stirred under an atmosphere of hydrogen for 48 hours. The catalyst was filtered onto a pad of Celite; the reaction flask and filter pad were rinsed with 500 mL of ethyl acetate. The filtrate was concentrated in vacuo. Flash chromatography on 60 g of silica gel using ... The reactants are [OH-].[Na+] (sodium hydroxide), O=O (oxygen), O=C([C@H](O)[C@@H](O)[C@H](O)[C@H](O)CO)O (gluconic acid). Product: O=C([C@H](O)[C@@H](O)[C@H](O)[C@H](O)CO)[O-].[Na+] (sodium gluconate). RXN SMILES: [OH-].[Na+:2].O=O.[O:5]=[C:6]([OH:17])[C@@H:7]([C@H:9]([C@@H:11]([C@@H:13]([CH2:15][OH:16])[OH:14])[OH:12])[OH:10])[OH:8]>>[O:5]=[C:6]([O-:17])[C@@H:7]([C@H:9]([C@@H:11]([C@@H:13]([CH2:15][OH:16])[OH:14])[OH:12])[OH:10])[OH:8].[Na+:2] |f:0.1,4.5|. Procedure details: The pH of the solution is kept constant by continuously adding a solution containing 1 mol.liter-1 of sodium hydroxide, which has been saturated beforehand with oxygen at atmospheric pressure. The gluconic acid is thus neutralised to give sodium gluconate. Reactants: ClC=1C=C(CNC(=O)C=2N=C3N(CCN(CC3N(C)C(C(=O)N(C)C)=O)C(=O)OC(C)(C)C)C(C2O)=O)C=CC1C (tert-butyl 2-{[(3-chloro-4-methylbenzyl)amino]carbonyl}-10-[[(dimethylamino)(oxo)acetyl](methyl)amino]-3-hydroxy-4-oxo-6,7,9,10-tetrahydropyrimido[1,2-d][1,4]diazepine-8(4H)-carboxylate), ClCCl.FC(C(=O)O)(F)F (dichloromethane trifluoroacetic acid). Yields the product ClC=1C=C(CNC(=O)C=2N=C3N(CCN(CC3N(C(C(=O)N(C)C)=O)C)C3CC3)C(C2O)=O)C=CC1C (N-(2-{[(3-chloro-4-methylbenzyl)amino]carbonyl}-8-cyclopropyl-3-hydroxy-4-oxo-4,6,7,8,9,10-hexahydropyrimido[1,2-d][1,4]diazepin-10-yl)-N,N′,N′-trimethylethanediamide). RXN SMILES: [Cl:1][C:2]1[CH:3]=[C:4]([CH:38]=[CH:39][C:40]=1[CH3:41])[CH2:5][NH:6][C:7]([C:9]1[N:10]=[C:11]2[CH:17]([N:18]([C:20](=[O:26])[C:21]([N:23]([CH3:25])[CH3:24])=[O:22])[CH3:19])[CH2:16][N:15]([C:27](OC(C)(C)C)=O)[CH2:14][CH2:13][N:12]2[C:34](=[O:37])[C:35]=1[OH:36])=[O:8].ClCCl.F[C:46](F)(F)[C:47](O)=O>>[Cl:1][C:2]1[CH:3]=[C:4]([CH:38]=[CH:39][C:40]=1[CH3:41])[CH2:5][NH:6][C:7]([C:9]1[N:10]=[C:11]2[CH:17]([N:18]([CH3:19])[C:20](=[O:26])[C:21]([N:23]([CH3:25])[CH3:24])=[O:22])[CH2:16][N:15]([CH:27]3[CH2:47][CH2:46]3)[CH2:14][CH2:13][N:12]2[C:34](=[O:37])[C:35]=1[OH:36])=[O:8] |f:1.2|. Reported procedure: The compound of Step 2 was stirred in dichloromethane/trifluoroacetic acid (8/2 v/v) for 1 hour, then concentrated under reduced pressure and triturated with diethyl ether. A portion of this material was purified by prep RP HPLC (C18, 5 μM, H2O/MeCN with 1% of TFA as eluant) affording title compound as a white solid. 1H NMR (400 MHz, CD3CN) δ 12.40 (bs, 1H), 9.78 (bs, 1H), 7.43 (s, 1H), 7.28-7.21 (m, 2H), 5.37-5.29 (m, 2H), 4.58 (dd, J=14.6 Hz, J=6.86 Hz, 1H), 4.47 (dd, J=14.6 Hz, J=6.41 Hz, 1H)... Procedure: To 10 ml methanol, were added 0.52 g 2-(2-formylphenoxy)-4,6-dimethoxypyrimidine), 0.49 g p-toluenesulfonylmethylisocyanide and 0.69 g pottasium carbonate, and the mixture was subjected to reflux with stirring during 15 min. The solution reacted was added with ice, and solid substance precipitated was filtrated. The solid substance obtained was dissolved in ethyl acetate, and the resulting solution was then dried by using anhydrous magnesium sulfate. Then, the solvent used was removed by distill... Conditions: time 15 minute. Starting materials: CO (methanol), C(=O)C1=C(OC2=NC(=CC(=N2)OC)OC)C=CC=C1 (2-(2-formylphenoxy)-4,6-dimethoxypyrimidine), C1(=CC=C(C=C1)S(=O)(=O)C[N+]#[C-])C (p-toluenesulfonylmethylisocyanide), C([O-])([O-])=O (carbonate). As a reaction SMILES: CO.[CH:3]([C:5]1[CH:21]=[CH:20][CH:19]=[CH:18][C:6]=1[O:7][C:8]1[N:13]=[C:12]([O:14][CH3:15])[CH:11]=[C:10]([O:16][CH3:17])[N:9]=1)=O.C1(C)C=CC(S([CH2:31][N+:32]#[C-])(=O)=O)=CC=1.[C:35](=[O:38])([O-])[O-]>C(OCC)(=O)C>[CH3:17][O:16][C:10]1[CH:11]=[C:12]([O:14][CH3:15])[N:13]=[C:8]([O:7][C:6]2[CH:18]=[CH:19][CH:20]=[CH:21][C:5]=2[C:3]2[O:38][CH:35]=[CH:31][N:32]=2)[N:9]=1. Yields the product COC1=NC(=NC(=C1)OC)OC1=C(C=CC=C1)C=1OC=CN1 (2-[2-(4,6-dimethoxypyrimidine-2-yloxy)phenyl]oxazole). Run in C(C)(=O)OCC (ethyl acetate). Starting materials: [Br-], [Br-], CC(NC(C)(C)C)C(=O)c1cccc(Cl)c1, CCC(=O)c1cccc(Cl)c1, Cl, OC1CNCCO1, C1COCCO1, C1COCCO1, O. The product is CC(Br)C(=O)c1cccc(Cl)c1. RXN SMILES: [Br-:36].[Br-:37].[CH3:8][CH:9]([NH:10][C:11]([CH3:12])([CH3:13])[CH3:14])[C:15](=[O:16])[c:17]1[cH:18][cH:19][cH:20][c:21]([Cl:22])[cH:23]1.[Cl:25][c:26]1[cH:27][c:28]([C:29](=[O:30])[CH2:31][CH3:32])[cH:33][cH:34][cH:35]1.[ClH:24].[O:1]1[CH2:2][CH2:3][NH:4][CH2:5][CH:6]1[OH:7].[O:38]1[CH2:39][CH2:40][O:41][CH2:42][CH2:43]1.[O:44]1[CH2:45][CH2:46][O:47][CH2:48][CH2:49]1.[OH2:50]>>[CH3:8][CH:9]([C:15](=[O:16])[c:17]1[cH:18][cH:19][cH:20][c:21]([Cl:22])[cH:23]1)[Br:36]. Starting materials: CCOC(=O)Cc1c(C(=O)OCC)[nH]c2ccccc12, O=C([O-])[O-], COS(=O)(=O)OC, CC#N, [K+], [K+]. Yields the product CCOC(=O)Cc1c(C(=O)OCC)n(C)c2ccccc12. Reaction SMILES: [C:1](=[O:2])([O:3][CH2:4][CH3:5])[c:6]1[nH:7][c:8]2[cH:9][cH:10][cH:11][cH:12][c:13]2[c:14]1[CH2:15][C:16](=[O:17])[O:18][CH2:19][CH3:20].[C:21](=[O:22])([O-:23])[O-:24].[CH3:27][O:28][S:29]([O:30][CH3:31])(=[O:32])=[O:33].[CH3:34][C:35]#[N:36].[K+:25].[K+:26]>>[C:1](=[O:2])([O:3][CH2:4][CH3:5])[c:6]1[n:7]([CH3:21])[c:8]2[cH:9][cH:10][cH:11][cH:12][c:13]2[c:14]1[CH2:15][C:16](=[O:17])[O:18][CH2:19][CH3:20]. The reactants are C1=CC=CC=2C3=CC=CC=C3N(C12)C[C@@H](COC1OCCCC1)C ((2S)-3-(9H-Carbazol-9-yl)-2-methyl-1-((tetrahydropyran-2-yl)oxy)propane), [NH+]1=CC=CC=C1.C1(=CC=C(C=C1)S(=O)(=O)[O-])C (pyridinium 4-toluene-sulfonate). The solvent is C(C)O (ethanol). Run at temperature 50 celsius, time 24 hour. Yields the product C1=CC=CC=2C3=CC=CC=C3N(C12)C[C@@H](CO)C ((S)-3-(9H-Carbazol-9-yl)-2-methyl-1-propanol). The yield is 6.5%. RXN SMILES: [CH:1]1[C:13]2[N:12]([CH2:14][C@H:15]([CH3:24])[CH2:16][O:17]C3CCCCO3)[C:11]3[C:6](=[CH:7][CH:8]=[CH:9][CH:10]=3)[C:5]=2[CH:4]=[CH:3][CH:2]=1.[NH+]1C=CC=CC=1.C1(C)C=CC(S([O-])(=O)=O)=CC=1>C(O)C>[CH:10]1[C:11]2[N:12]([CH2:14][C@H:15]([CH3:24])[CH2:16][OH:17])[C:13]3[C:5](=[CH:4][CH:3]=[CH:2][CH:1]=3)[C:6]=2[CH:7]=[CH:8][CH:9]=1 |f:1.2|. Procedure details: Compound 9 (0.47 g, 0.0145 mol) was mixed with pyridinium-4-toluene-sulfonate (PPTs) (0.037 g, 0.15 mmol) in ethanol (20 mL). The resulting mixture was stirred at 50° C. for 24 h. The solvent was evaporated in vacuo. Purification of the crude product on a silica gel column (Eluent: ethyl acetate/n-heptane (1:1)) gave the title compound 0.226 g (65%) as a solid. M.p. 80-81° C.